Dataset: the Open Reaction Database (ORD), a public repository of structured organic reaction records. Task: describe an organic reaction: reactants, conditions, products, and yield The reactants are FC(C(CC(=O)OCC)O)(C(F)(F)F)F (Ethyl 4,4,5,5,5-pentafluoro-3-hydroxy-pentanoate), O=P12OP3(=O)OP(=O)(O1)OP(=O)(O2)O3 (phosphorpentoxid). Reaction conditions: temperature 140 celsius. Product: FC(/C=C/C(=O)OCC)(C(F)(F)F)F (Ethyl (E)-4,4,5,5,5-pentafluoropent-2-enoate). RXN SMILES: [F:1][C:2]([F:15])([C:11]([F:14])([F:13])[F:12])[CH:3](O)[CH2:4][C:5]([O:7][CH2:8][CH3:9])=[O:6].O=P12OP3(OP(OP(O3)(O1)=O)(=O)O2)=O>>[F:1][C:2]([F:15])([C:11]([F:12])([F:13])[F:14])/[CH:3]=[CH:4]/[C:5]([O:7][CH2:8][CH3:9])=[O:6]. Reported procedure: Ethyl 4,4,5,5,5-pentafluoro-3-hydroxy-pentanoate (11.9 g from step C) was placed in a 25 ml round-bottom flask and phosphorpentoxid was added in small portions until the educt was almost completely absorbed. The temperature was raised slowly to 140° C. until a brown syrup was obtained. The flask was connected to a distilling apparatus and the product isolated by distillation at reduced pressure (50 mbar, 50° C.). 5.5 g (25.2 mmol, 50% over 2 steps) were obtained.